Dataset: the Open Reaction Database (ORD), a public repository of structured organic reaction records. Task: describe an organic reaction: reactants, conditions, products, and yield Starting materials: FC=1C=C(C=C(C1)S(=O)(=O)C)C=1CCNCC1 (4-[3-fluoro-5-(methylsulfonyl)phenyl]-1,2,3,6-tetrahydropyridine), C(=O)O (formic acid). The reagents and catalysts are [Pd] (palladium on carbon). Run in C(C)(C)O (isopropyl alcohol). Reaction conditions: time 24 hour. Yields the product FC=1C=C(C=C(C1)S(=O)(=O)C)C1CCNCC1 (4-[3-fluoro-5-(methylsulfonyl)phenyl]piperidine). Isolated yield 81.7%. As a reaction SMILES: [F:1][C:2]1[CH:3]=[C:4]([C:12]2[CH2:13][CH2:14][NH:15][CH2:16][CH:17]=2)[CH:5]=[C:6]([S:8]([CH3:11])(=[O:10])=[O:9])[CH:7]=1.C(O)=O>[Pd].C(O)(C)C>[F:1][C:2]1[CH:3]=[C:4]([CH:12]2[CH2:17][CH2:16][NH:15][CH2:14][CH2:13]2)[CH:5]=[C:6]([S:8]([CH3:11])(=[O:10])=[O:9])[CH:7]=1. Reported procedure: A mixture of 4-[3-fluoro-5-(methylsulfonyl)phenyl]-1,2,3,6-tetrahydropyridine (2.02 g, 7.9 mmol), palladium on carbon (0.56 g) and formic acid (1.9 ml) in isopropyl alcohol (60 ml) was hydrogenated at 50 psi for 24 h under hydrogen. The reaction mixture was filtered through a pad of celite and the filtrate was concentrated and evaporated to dryness to give 1.66 g of crude product. MS m/z (relative intensity, 70 eV) 257 (M+, bp), 256 (80), 133 (21), 69 (25) 56 (99). Reactants: P-BEMP, ClC1=C(C=CC=2N(C(=NC21)CC)CC(=O)O)C#N ((4-Chloro-5-cyano-2-ethyl-1H-benzimidazol-1-yl)acetic acid), S(=O)(=O)(C1=CC=C(C)C=C1)Cl (tosyl chloride), CCN=C=NCCCN(C)C.Cl (EDCl), N1=C(C=CC=C1)C(=O)NN (2-Pyridinecarbohydrazide). Run in C1CCOC1 (THF), C(C)#N (acetonitrile). Run at time 3 minute. Yields the product ClC1=C(C=CC=2N(C(=NC21)CC)CC=2OC(=NN2)C2=NC=CC=C2)C#N (4-Chloro-2-ethyl-1-{[5-(2-pyridinyl)-1,3,4-oxadiazol-2-yl]methyl}-1H-benzimidazole-5-carbonitrile). The yield is 16.9%. As a reaction SMILES: [Cl:1][C:2]1[C:10]2[N:9]=[C:8]([CH2:11][CH3:12])[N:7]([CH2:13][C:14]([OH:16])=O)[C:6]=2[CH:5]=[CH:4][C:3]=1[C:17]#[N:18].CCN=C=NCCCN(C)C.Cl.[N:31]1[CH:36]=[CH:35][CH:34]=[CH:33][C:32]=1[C:37]([NH:39][NH2:40])=O.S(Cl)(C1C=CC(C)=CC=1)(=O)=O>C(#N)C.C1COCC1>[Cl:1][C:2]1[C:10]2[N:9]=[C:8]([CH2:11][CH3:12])[N:7]([CH2:13][C:14]3[O:16][C:37]([C:32]4[CH:33]=[CH:34][CH:35]=[CH:36][N:31]=4)=[N:39][N:40]=3)[C:6]=2[CH:5]=[CH:4][C:3]=1[C:17]#[N:18] |f:1.2|. Procedure details: (4-Chloro-5-cyano-2-ethyl-1H-benzimidazol-1-yl)acetic acid (0.017 g, 0.065 mmol) and EDCl (0.014 mg, 0.072 mmol) were combined in acetonitrile (3 mL) and stirred at rt for 3 min. 2-Pyridinecarbohydrazide (0.0094 g, 0.068 mmol) was added next and the resulting mixture was stirred for 60 min. To this solution was added THF (THF 3 mL) followed by tosyl chloride (0.015 g, 0.078 mmol) and P-BEMP (0.148 g, 0.325 mmol, 2.2 mmol/g resin load). The reaction vessel was sealed and heated to 100° C. in a mi... Starting materials: CCCCCCCCCCCCCCCCOCC(O)CCl, [Na+], [OH-], O. Product: CCCCCCCCCCCCCCCCOCC1CO1. Reaction SMILES: [CH2:1]([CH2:2][CH2:3][CH2:4][CH2:5][CH2:6][CH2:7][CH2:8][CH2:9][CH2:10][CH2:11][CH2:12][CH2:13][CH2:14][CH2:15][CH3:16])[O:17][CH2:18][CH:19]([CH2:20][Cl:21])[OH:22].[Na+:24].[OH-:23].[OH2:25]>>[CH2:1]([CH2:2][CH2:3][CH2:4][CH2:5][CH2:6][CH2:7][CH2:8][CH2:9][CH2:10][CH2:11][CH2:12][CH2:13][CH2:14][CH2:15][CH3:16])[O:17][CH2:18][CH:19]1[CH2:20][O:22]1. The reactants are Br.C(C)(=O)O (hydrogen bromide acetic acid), COC1=CC=C(C=C1)[C@@H]1SC2=C(N(C([C@@H]1O)=O)CCN(C(=O)OCC1=CC=CC=C1)C)C=CC=C2 ((+)-cis-2-(4-methoxyphenyl)-3-hydroxy-5-[2-(N-methyl-N-benzyloxycarbonylamino)ethyl]-2,3-dihydro-1,5-benzothiazepin-4(5H)-one), [N+](=O)([O-])C1=CC=C(C(=O)Cl)C=C1 (4-nitrobenzoyl chloride), ice water, CCOCC (Ether). Run in C(C)(=O)O (acetic acid), N1=CC=CC=C1 (pyridine). Run at time 8 hour. Product: Br.COC1=CC=C(C=C1)[C@@H]1SC2=C(N(C([C@@H]1OC(C1=CC=C(C=C1)[N+](=O)[O-])=O)=O)CCNC)C=CC=C2 ((+)-cis-2-(4-methoxyphenyl)-3-(4-nitrobenzoyloxy)-5-[2-(methylamino)-ethyl]-2,3-dihydro-1,5-benzothiazepin-4(5H)-one hydrobromide). Reaction SMILES: [CH3:1][O:2][C:3]1[CH:8]=[CH:7][C:6]([C@H:9]2[C@@H:15](O)[C:14](=[O:17])[N:13]([CH2:18][CH2:19][N:20](C)[C:21](OCC3C=CC=CC=3)=O)[C:12]3[CH:32]=[CH:33][CH:34]=[CH:35][C:11]=3[S:10]2)=[CH:5][CH:4]=1.[N+:36]([C:39]1[CH:47]=[CH:46][C:42]([C:43](Cl)=[O:44])=[CH:41][CH:40]=1)([O-:38])=[O:37].[BrH:48].C(O)(=[O:51])C.CCOCC>N1C=CC=CC=1.C(O)(=O)C>[BrH:48].[CH3:1][O:2][C:3]1[CH:4]=[CH:5][C:6]([C@H:9]2[C@@H:15]([O:44][C:43](=[O:51])[C:42]3[CH:46]=[CH:47][C:39]([N+:36]([O-:38])=[O:37])=[CH:40][CH:41]=3)[C:14](=[O:17])[N:13]([CH2:18][CH2:19][NH:20][CH3:21])[C:12]3[CH:32]=[CH:33][CH:34]=[CH:35][C:11]=3[S:10]2)=[CH:7][CH:8]=1 |f:2.3,7.8|. Procedure: 15 g of (+)-cis-2-(4-methoxyphenyl)-3-hydroxy-5-[2-(N-methyl-N-benzyloxycarbonylamino)ethyl]-2,3-dihydro-1,5-benzothiazepin-4(5H)-one are dissolved in 60 ml of pyridine, and 5.94 g of 4-nitrobenzoyl chloride are added thereto under ice-cooling. The mixture is stirred at room temperature overnight. After the reaction, the mixture is poured into ice-water and then extracted with ethyl acetate. The extract is washed with water, dried and then evaporated to remove solvent. The oil thus obtained is d... Starting materials: BrC=1C=C(C=2C=CN(C2C1)C1=C(C(=NC2=CC=C(C=C12)Cl)C)C)C#N (6-bromo-1-(6-chloro-2,3-dimethylquinolin-4-yl)-1H-indole-4-carbonitrile), CC1(OB(OC1(C)C)C=1C=NNC1)C (4-(4,4,5,5-tetramethyl-1,3,2-dioxaborolan-2-yl)-1H-pyrazole). The product is ClC=1C=C2C(=C(C(=NC2=CC1)C)C)N1C=CC=2C(=CC(=CC12)C=1C=NNC1)C#N (1-(6-chloro-2,3-dimethyl-4-quinolinyl)-6-(1H-pyrazol-4-yl)-1H-indole-4-carbonitrile). As a reaction SMILES: Br[C:2]1[CH:3]=[C:4]([C:24]#[N:25])[C:5]2[CH:6]=[CH:7][N:8]([C:11]3[C:20]4[C:15](=[CH:16][CH:17]=[C:18]([Cl:21])[CH:19]=4)[N:14]=[C:13]([CH3:22])[C:12]=3[CH3:23])[C:9]=2[CH:10]=1.CC1(C)C(C)(C)OB([C:34]2[CH:35]=[N:36][NH:37][CH:38]=2)O1>>[Cl:21][C:18]1[CH:19]=[C:20]2[C:15](=[CH:16][CH:17]=1)[N:14]=[C:13]([CH3:22])[C:12]([CH3:23])=[C:11]2[N:8]1[C:9]2[CH:10]=[C:2]([C:34]3[CH:35]=[N:36][NH:37][CH:38]=3)[CH:3]=[C:4]([C:24]#[N:25])[C:5]=2[CH:6]=[CH:7]1. Procedure: Prepared according to procedure W using 6-bromo-1-(6-chloro-2,3-dimethylquinolin-4-yl)-1H-indole-4-carbonitrile (0.2 g, 0.487 mmol) and 4-(4,4,5,5-tetramethyl-1,3,2-dioxaborolan-2-yl)-1H-pyrazole (0.1134 g, 0.584 mmol) to give 1-(6-chloro-2,3-dimethyl-4-quinolinyl)-6-(1H-pyrazol-4-yl)-1H-indole-4-carbonitrile as a white solid: 1H NMR (500 MHz, DMSO-d6) δ ppm 12.89 (1H, br. s.), 8.23 (1H, br. s.), 8.11 (1H, d, J=9.0 Hz), 8.04 (1H, s), 7.95 (1H, br. s.), 7.83 (1H, d, J=3.2 Hz), 7.75 (1H, dd, J=8.9... Starting materials: C1(=CC=CC=C1)C(=[N+]=[N-])C1=CC=CC=C1 (diphenyldiazomethane), OC1=CC(OC2=C1C=CC(=C2C)C2OCCCC2)=O (4-hydroxy-8-methyl-7-(tetrahydro-2H-pyran-2-yl)-2H-1-benzopyran-2-one), CCOCC (ether), C1(=CC=CC=C1)C(=[N+]=[N-])C1=CC=CC=C1 (diphenyldiazomethane). Solvent: CN(C)C=O (DMF), CN(C=O)C (dimethylformamide). Reaction conditions: temperature 40 celsius, time 3 hour. Yields the product C1(=CC=CC=C1)C(OC1=CC(OC2=C1C=CC(=C2C)C2OCCCC2)=O)C2=CC=CC=C2 (4-(Diphenylmethoxy)-8-methyl-7-(tetrahydro-2H-pyran-2-yl)-2H-1-benzopyran-2-one). Yield: 22.7%. RXN SMILES: [OH:1][C:2]1[C:7]2[CH:8]=[CH:9][C:10]([CH:13]3[CH2:18][CH2:17][CH2:16][CH2:15][O:14]3)=[C:11]([CH3:12])[C:6]=2[O:5][C:4](=[O:19])[CH:3]=1.[C:20]1([C:26]([C:29]2[CH:34]=[CH:33][CH:32]=[CH:31][CH:30]=2)=[N+]=[N-])[CH:25]=[CH:24][CH:23]=[CH:22][CH:21]=1.CCOCC>CN(C=O)C>[C:20]1([CH:26]([C:29]2[CH:30]=[CH:31][CH:32]=[CH:33][CH:34]=2)[O:1][C:2]2[C:7]3[CH:8]=[CH:9][C:10]([CH:13]4[CH2:18][CH2:17][CH2:16][CH2:15][O:14]4)=[C:11]([CH3:12])[C:6]=3[O:5][C:4](=[O:19])[CH:3]=2)[CH:25]=[CH:24][CH:23]=[CH:22][CH:21]=1. Procedure: 55 g of 4-hydroxy-8-methyl-7-(tetrahydro-2H-pyran-2-yl)-2H-1-benzopyran-2-one is introduced into 250 ml of anhydrous dimethylformamide heated to 40° C., and a solution of 58.3 g of diphenyldiazomethane in 250 ml of DMF is added dropwise. The addition is made over 3 hours while maintaining the temperature at 40° C. Several portions of 3 g of diphenyldiazomethane are added again and agitation is carried out for one hour at 40° C. The reaction medium is poured into 2 l of sulphuric ether. The organ... Reactants: N(=[N+]=[N-])CC=1SC=C(C1)C(=O)C (Methyl 2-azidomethyl-4-thienyl ketone), [OH-].[Na+] (sodium hydroxide), CO (methanol), [N+](=O)(O)[O-] (nitric acid), O.O.O.[N+](=O)([O-])[O-].[Tl+3].[N+](=O)([O-])[O-].[N+](=O)([O-])[O-] (thallium (III) nitrate trihydrate). The product is N(=[N+]=[N-])CC=1SC=C(C1)CC(=O)OC (Methyl 2-Azidomethyl-4-thienylacetate). Reaction SMILES: [N:1]([CH2:4][C:5]1[S:6][CH:7]=[C:8]([C:10]([CH3:12])=O)[CH:9]=1)=[N+:2]=[N-:3].[N+]([O-])(O)=O.[OH2:17].[OH2:18].O.[N+]([O-])([O-])=O.[Tl+3].[N+]([O-])([O-])=O.[N+]([O-])([O-])=O.[OH-].[Na+].[CH3:35]O>>[N:1]([CH2:4][C:5]1[S:6][CH:7]=[C:8]([CH2:10][C:12]([O:18][CH3:35])=[O:17])[CH:9]=1)=[N+:2]=[N-:3] |f:2.3.4.5.6.7.8,9.10|. Reported procedure: Methyl 2-azidomethyl-4-thienyl ketone (9.05 g., 0.05 mole), 150 ml. of methanol, 12.0 g. (0.15 mole) of 70% nitric acid and 22.2 g. (0.05 mole) of thallium (III) nitrate trihydrate is heated at reflux for 2 hours, cooled to room temperature, neutralized with dilute sodium hydroxide solution, filtered and the filtrate worked-up as described in Example 4 to obtain the title compound. Reactants: C=CCCCCCCCC (1-decene), O (water), C1=CC=CC=C1 (benzene). Reagents/catalysts: [Cl-].C(CCCCCCCCCCC)[N+](C)(C)C (dodecyltrimethylammonium chloride), O.O.[Cu](Cl)Cl (copper (11) chloride dihydrate), [Ru](Cl)Cl.C1(=CC=CC=C1)P(C1=CC=CC=C1)C1=CC=CC=C1.C1(=CC=CC=C1)P(C1=CC=CC=C1)C1=CC=CC=C1.C1(=CC=CC=C1)P(C1=CC=CC=C1)C1=CC=CC=C1 (tris (triphenylphosphine) ruthenium (11) chloride). Run at time 10 minute. Product: CC(CCCCCCCC)=O (2-decanone). Isolated yield 64.0%. RXN SMILES: [CH2:1]=[CH:2][CH2:3][CH2:4][CH2:5][CH2:6][CH2:7][CH2:8][CH2:9][CH3:10].C1C=CC=CC=1.[OH2:17]>[Cl-].C([N+](C)(C)C)CCCCCCCCCCC.O.O.[Cu](Cl)Cl.[Ru](Cl)Cl.C1(P(C2C=CC=CC=2)C2C=CC=CC=2)C=CC=CC=1.C1(P(C2C=CC=CC=2)C2C=CC=CC=2)C=CC=CC=1.C1(P(C2C=CC=CC=2)C2C=CC=CC=2)C=CC=CC=1>[CH3:1][C:2](=[O:17])[CH2:3][CH2:4][CH2:5][CH2:6][CH2:7][CH2:8][CH2:9][CH3:10] |f:3.4,5.6.7,8.9.10.11|. Procedure: A mixture of copper (11) chloride dihydrate [10 mmol] and tris (triphenylphosphine) ruthenium (11) chloride [1.0 mmol] in water [10 ml] was stirred for 10 minutes at room temperature. Then 1-decene [3.51 g, 25 mmol] was added followed by benzene [15 ml] and dodecyltrimethylammonium chloride [2.0 mmol]. Oxygen was bubbled through the solution at 80° C. for 48 hours. After cooling to room temperature, ethyl acetate (15 ml) was added and the solution was filtered. The filtrate was dried using anhyd... Starting materials: CCOC(=O)c1cc2c(Cl)cc(Cl)cc2[nH]1, [H-], CI, [Na+], CN(C)C=O. The product is CCOC(=O)c1cc2c(Cl)cc(Cl)cc2n1C. As a reaction SMILES: [Cl:3][c:4]1[c:5]2[cH:6][c:7]([C:14](=[O:15])[O:16][CH2:17][CH3:18])[nH:8][c:9]2[cH:10][c:11]([Cl:13])[cH:12]1.[H-:2].[I:19][CH3:20].[Na+:1].[O:21]=[CH:22][N:23]([CH3:24])[CH3:25]>>[Cl:3][c:4]1[c:5]2[cH:6][c:7]([C:14](=[O:15])[O:16][CH2:17][CH3:18])[n:8]([CH3:20])[c:9]2[cH:10][c:11]([Cl:13])[cH:12]1. The reactants are compound, SC=1N(C=CN1)C (2-mercapto-1-methyl-imidazole), ClC1=NC=NC2=CC=C(C=C12)I (4-chloro-6-iodo-quinazoline), N1=C(SC2=NC=CC=C21)N (thiazolo[5,4-b]pyridin-2-yl-amine). Yields the product CN1C(=NC=C1)SC=1C=C2C(=NC=NC2=CC1)NC=1SC2=NC=CC=C2N1 ([6-(1-Methyl-1H-imidazol-2-ylsulfanyl)-quinazolin-4-yl]-thiazolo[5,4-b]pyridin-2-yl-amine). Reaction SMILES: Cl[C:2]1[C:11]2[C:6](=[CH:7][CH:8]=[C:9](I)[CH:10]=2)[N:5]=[CH:4][N:3]=1.[N:13]1[C:21]2[C:16](=[N:17][CH:18]=[CH:19][CH:20]=2)[S:15][C:14]=1[NH2:22].[SH:23][C:24]1[N:25]([CH3:29])[CH:26]=[CH:27][N:28]=1>>[CH3:29][N:25]1[CH:26]=[CH:27][N:28]=[C:24]1[S:23][C:9]1[CH:10]=[C:11]2[C:6](=[CH:7][CH:8]=1)[N:5]=[CH:4][N:3]=[C:2]2[NH:22][C:14]1[S:15][C:16]2[C:21]([N:13]=1)=[CH:20][CH:19]=[CH:18][N:17]=2. Procedure details: The compound of Example 9 was manufactured by the same method as in Example 1, by a similar method thereto or by a combination of such a method with a conventional method using 4-chloro-6-iodo-quinazoline, thiazolo[5,4-b]pyridin-2-yl-amine and 2-mercapto-1-methyl-imidazole.